Dataset: the Open Reaction Database (ORD), a public repository of structured organic reaction records. Task: describe an organic reaction: reactants, conditions, products, and yield Starting materials: FC=1C=C2C(=NC1)C(=NN2C2=NC(=C(C(=N2)N)[N+](=O)[O-])N)CC2=C(C=CC=C2)F (2-[6-Fluoro-3-(2-fluorobenzyl)-1H-pyrazolo[4,3-b]pyridin-1-yl]-5-nitropyrimidine-4,6-diamine), [H][H] (hydrogen). The reagents and catalysts are [Pd] (palladium on carbon). The solvent is N1=CC=CC=C1 (pyridine). Product: FC=1C=C2C(=NC1)C(=NN2C2=NC(=C(C(=N2)N)N)N)CC2=C(C=CC=C2)F (2-[6-Fluoro-3-(2-fluorobenzyl)-1H-pyrazolo[4,3-b]pyridin-1-yl]pyrimidine-4,5,6-triamine). Reaction SMILES: [F:1][C:2]1[CH:3]=[C:4]2[N:10]([C:11]3[N:16]=[C:15]([NH2:17])[C:14]([N+:18]([O-])=O)=[C:13]([NH2:21])[N:12]=3)[N:9]=[C:8]([CH2:22][C:23]3[CH:28]=[CH:27][CH:26]=[CH:25][C:24]=3[F:29])[C:5]2=[N:6][CH:7]=1.[H][H]>N1C=CC=CC=1.[Pd]>[F:1][C:2]1[CH:3]=[C:4]2[N:10]([C:11]3[N:16]=[C:15]([NH2:17])[C:14]([NH2:18])=[C:13]([NH2:21])[N:12]=3)[N:9]=[C:8]([CH2:22][C:23]3[CH:28]=[CH:27][CH:26]=[CH:25][C:24]=3[F:29])[C:5]2=[N:6][CH:7]=1. Procedure: 196 mg (0.492 mmol) of the compound from example 7A were initially charged in pyridine (22 ml), 74 mg of palladium on carbon (10% by weight) were then added and the mixture was hydrogenated at standard hydrogen pressure overnight. The reaction mixture was then filtered through kieselguhr, the filter cake was washed with ethanol and the filtrate was concentrated. The residue was triturated with ethanol at 50° C., and the solid was filtered off and dried under high vacuum. This gave 107 mg (58% of...